Dataset: the Open Reaction Database (ORD), a public repository of structured organic reaction records. Task: describe an organic reaction: reactants, conditions, products, and yield The product is CSC(=S)N1Cc2[nH]c3ccccc3c2CC1COC(C)=O. RXN SMILES: [CH3:20][C:21](=[O:22])[O:23][C:24](=[O:25])[CH3:26].[ClH:27].[OH:1][CH2:2][CH:3]1[N:4]([C:16](=[S:17])[S:18][CH3:19])[CH2:5][c:6]2[nH:7][c:8]3[cH:9][cH:10][cH:11][cH:12][c:13]3[c:14]2[CH2:15]1.[cH:28]1[cH:29][cH:30][n:31][cH:32][cH:33]1>>[O:1]([CH2:2][CH:3]1[N:4]([C:16](=[S:17])[S:18][CH3:19])[CH2:5][c:6]2[nH:7][c:8]3[cH:9][cH:10][cH:11][cH:12][c:13]3[c:14]2[CH2:15]1)[C:21]([CH3:20])=[O:22]. Reactants: CC(=O)OC(C)=O, Cl, CSC(=S)N1Cc2[nH]c3ccccc3c2CC1CO, c1ccncc1.